This data is from the Open Reaction Database (ORD), a public repository of structured organic reaction records. The task is: describe an organic reaction: reactants, conditions, products, and yield The reactants are FC=1N(C=C(N1)C=O)C(C1=CC=CC=C1)(C1=CC=CC=C1)C1=CC=CC=C1 (2-fluoro-4-formyl-1-triphenylmethylimidazole), CO (MeOH), C1(=CC=C(C=C1)S(=O)(=O)C[N+]#[C-])C (Toluene-p-sulphonylmethyl isocyanide), CC(C)([O-])C.[K+] (potassium t-butoxide). Run in C1CCOC1 (THF), C(OC)COC (dimethoxyethane), C(OC)COC (dimethoxyethane). Reaction conditions: time 45 minute. The product is C(#N)CC=1N=C(N(C1)C(C1=CC=CC=C1)(C1=CC=CC=C1)C1=CC=CC=C1)F (4-cyanomethyl-2-fluoro-1-triphenylmethylimidazole). Reaction SMILES: C1(C)C=CC(S([CH2:10][N+:11]#[C-])(=O)=O)=CC=1.CC(C)([O-])C.[K+].[F:20][C:21]1[N:22]([C:28]([C:41]2[CH:46]=[CH:45][CH:44]=[CH:43][CH:42]=2)([C:35]2[CH:40]=[CH:39][CH:38]=[CH:37][CH:36]=2)[C:29]2[CH:34]=[CH:33][CH:32]=[CH:31][CH:30]=2)[CH:23]=[C:24]([CH:26]=O)[N:25]=1.CO>C(COC)OC.C1COCC1>[C:10]([CH2:26][C:24]1[N:25]=[C:21]([F:20])[N:22]([C:28]([C:41]2[CH:46]=[CH:45][CH:44]=[CH:43][CH:42]=2)([C:35]2[CH:40]=[CH:39][CH:38]=[CH:37][CH:36]=2)[C:29]2[CH:34]=[CH:33][CH:32]=[CH:31][CH:30]=2)[CH:23]=1)#[N:11] |f:1.2|. Procedure details: Examples 44, 45: Toluene-p-sulphonylmethyl isocyanide, dissolved in dimethoxyethane, was added to a suspension of potassium t-butoxide in the same solvent at -30°. The mixture was cooled to -50° and treated with a solution of 2-fluoro-4-formyl-1-triphenylmethylimidazole in THF plus dimethoxyethane. After 45 minutes, MeOH was added and the mixture heated under reflux briefly. Extractive work-up gave 4-cyanomethyl-2-fluoro-1-triphenylmethylimidazole, having the following n.m.r. spectrum in CDCl3 :... Reaction SMILES: [Cl:40][CH2:41][Cl:42].[OH:1][CH:2]([C:3]([CH2:4][C:5]#[N:6])([CH3:7])[CH3:8])[c:9]1[cH:10][n:11]([Si:30]([CH:31]([CH3:32])[CH3:33])([CH:34]([CH3:35])[CH3:36])[CH:37]([CH3:38])[CH3:39])[c:12]2[n:13][cH:14][c:15](-[c:18]3[cH:19][c:20]([O:28][CH3:29])[c:21]([O:26][CH3:27])[c:22]([O:24][CH3:25])[cH:23]3)[n:16][c:17]12>>[O:1]=[C:2]([C:3]([CH2:4][C:5]#[N:6])([CH3:7])[CH3:8])[c:9]1[cH:10][n:11]([Si:30]([CH:31]([CH3:32])[CH3:33])([CH:34]([CH3:35])[CH3:36])[CH:37]([CH3:38])[CH3:39])[c:12]2[n:13][cH:14][c:15](-[c:18]3[cH:19][c:20]([O:28][CH3:29])[c:21]([O:26][CH3:27])[c:22]([O:24][CH3:25])[cH:23]3)[n:16][c:17]12. Product: COc1cc(-c2cnc3c(n2)c(C(=O)C(C)(C)CC#N)cn3[Si](C(C)C)(C(C)C)C(C)C)cc(OC)c1OC. Starting materials: ClCCl, COc1cc(-c2cnc3c(n2)c(C(O)C(C)(C)CC#N)cn3[Si](C(C)C)(C(C)C)C(C)C)cc(OC)c1OC. Reactants: C(C=C)NC1=C(C=CC=C1)CC(=O)[O-].[Na+] (sodium 2-(allylamino)phenylacetate), C(C)O (ethanol), S(=O)(=O)(C1=CC=C(C)C=C1)OC(C(=O)OCC)C (ethyl 2-tosyloxypropionate). The solvent is O (water). The product is C(C=C)NC1=C(C=CC=C1)CC(=O)OC(C)C(=O)OCC (1-(ethoxycarbonyl)ethyl 2-(allylamino)phenylacetate). RXN SMILES: [CH2:1]([NH:4][C:5]1[CH:10]=[CH:9][CH:8]=[CH:7][C:6]=1[CH2:11][C:12]([O-:14])=[O:13])[CH:2]=[CH2:3].[Na+].C(O)C.S(O[CH:30]([CH3:36])[C:31]([O:33][CH2:34][CH3:35])=[O:32])(C1C=CC(C)=CC=1)(=O)=O>O>[CH2:1]([NH:4][C:5]1[CH:10]=[CH:9][CH:8]=[CH:7][C:6]=1[CH2:11][C:12]([O:14][CH:30]([C:31]([O:33][CH2:34][CH3:35])=[O:32])[CH3:36])=[O:13])[CH:2]=[CH2:3] |f:0.1|. Procedure details: To a warm mixture of 7 g. sodium 2-(allylamino)phenylacetate in 100 ml. ethanol is added 4.7 g. ethyl 2-tosyloxypropionate. After 17 hours at reflux, the cooled solution is diluted with an equal volume of water and the resultant precipitate is filtered. After washing with cold ethanol and drying, the product is crystallized from acetonitrile to yield 1-(ethoxycarbonyl)ethyl 2-(allylamino)phenylacetate as colorless crystals.